Dataset: the Open Reaction Database (ORD), a public repository of structured organic reaction records. Task: describe an organic reaction: reactants, conditions, products, and yield Starting materials: COC(C1=C(C(=CC(=C1)C)C)NS(=O)(=O)C1=CC=C(C=C1)OC)=O (2-(4-Methoxy-benzenesulfonylamino)-3,5-dimethyl-benzoic acid methyl ester), [H-].[Na+] (sodium hydride), COC=1C=C(CCl)C=CC1 (m-methoxybenzyl chloride), O (water). Reagents/catalysts: [I-].C(CCC)[N+](CCCC)(CCCC)CCCC (tetrabutylammonium iodide). Run in CN(C)C=O (DMF). Conditions: time 30 minute. The product is COC(C1=C(C(=CC(=C1)C)C)N(CC1=CC(=CC=C1)OC)S(=O)(=O)C1=CC=C(C=C1)OC)=O (2-[(4-Methoxy-benzenesulfonyl)-(3-methoxy-benzyl)-amino]-3,5-dimethyl-benzoic acid methyl ester). Yield: 81.8%. Reaction SMILES: [CH3:1][O:2][C:3](=[O:24])[C:4]1[CH:9]=[C:8]([CH3:10])[CH:7]=[C:6]([CH3:11])[C:5]=1[NH:12][S:13]([C:16]1[CH:21]=[CH:20][C:19]([O:22][CH3:23])=[CH:18][CH:17]=1)(=[O:15])=[O:14].[H-].[Na+].[CH3:27][O:28][C:29]1[CH:30]=[C:31]([CH:34]=[CH:35][CH:36]=1)[CH2:32]Cl.O>CN(C=O)C.[I-].C([N+](CCCC)(CCCC)CCCC)CCC>[CH3:1][O:2][C:3](=[O:24])[C:4]1[CH:9]=[C:8]([CH3:10])[CH:7]=[C:6]([CH3:11])[C:5]=1[N:12]([S:13]([C:16]1[CH:21]=[CH:20][C:19]([O:22][CH3:23])=[CH:18][CH:17]=1)(=[O:15])=[O:14])[CH2:32][C:31]1[CH:34]=[CH:35][CH:36]=[C:29]([O:28][CH3:27])[CH:30]=1 |f:1.2,6.7|. Procedure: To a solution of 0.699 g (2.0 mmol) of the product of Example 62 in 5 mL of DMF was added 0.096 g (2.4 mmol) of 60% sodium hydride. The resulting mixture was stirred for 30 min at room temperature and then 0.376 g (2.4 mmol) of m-methoxybenzyl chloride and 0.089 g (0.24 mmol) of tetrabutylammonium iodide were added. The reaction mixure was stirred for 18 hr at room temperature, poured into water and then extracted with ether. The combined organics were washed with water and brine, dried over MgS... Reactants: ClC1=NC(=NC(=N1)NN)O (4-chloro-6-hydrazino-[1,3,5]triazin-2-ol), FC(C=1C=C(C=O)C=C(C1)C(F)(F)F)(F)F (3,5-bis(trifluoromethyl)benz aldehyde). Reagents/catalysts: C(C)(=O)O (acetic acid). Run in CCO (EtOH). Yields the product FC(C=1C=C(C=NNC2=NC(=NC(=N2)Cl)O)C=C(C1)C(F)(F)F)(F)F (4-[N′-(3,5-Bis-trifluoromethyl-benzylidene)-hydrazino]-6-chloro-[1,3,5]triazin-2-ol). Isolated yield 68.1%. RXN SMILES: [Cl:1][C:2]1[N:7]=[C:6]([NH:8][NH2:9])[N:5]=[C:4]([OH:10])[N:3]=1.[F:11][C:12]([F:26])([F:25])[C:13]1[CH:14]=[C:15]([CH:18]=[C:19]([C:21]([F:24])([F:23])[F:22])[CH:20]=1)[CH:16]=O>C(O)(=O)C.CCO>[F:11][C:12]([F:25])([F:26])[C:13]1[CH:14]=[C:15]([CH:18]=[C:19]([C:21]([F:24])([F:22])[F:23])[CH:20]=1)[CH:16]=[N:9][NH:8][C:6]1[N:7]=[C:2]([Cl:1])[N:3]=[C:4]([OH:10])[N:5]=1. Reported procedure: To a solution of 4-chloro-6-hydrazino-[1,3,5]triazin-2-ol (0.13 g, 0.0008 mol) and 3,5-bis(trifluoromethyl)benz aldehyde (0.39 g, 0.0016 mol) in abs. EtOH (10 mL), was added 1 drop of acetic acid. The reaction mixture was refluxed for 5 hours. The reaction mixture was cooling to room temperature and concentrated to remove solvent. The resulting residue was solidified by EtOAc to give red solid 0.21 g, in 72% yield, mp: 258.3° C. 1H NMR (DMSO-d6) δ 11.15 (s, 1H), 8.97 (s, 1H), 8.54 (s, 1H), 7.59 ... Starting materials: Cl, Cc1cc(N(C)C(=O)N(C)C2CNCC2c2ccc(F)cc2)cc(C(F)(F)F)c1, O=C(O)C1CCOCC1. Product: Cc1cc(N(C)C(=O)N(C)C2CN(C(=O)C3CCOCC3)CC2c2ccc(F)cc2)cc(C(F)(F)F)c1. RXN SMILES: [ClH:1].[F:2][c:3]1[cH:4][cH:5][c:6]([CH:9]2[CH:10]([N:14]([C:15](=[O:16])[N:17]([c:18]3[cH:19][c:20]([CH3:28])[cH:21][c:22]([C:24]([F:25])([F:26])[F:27])[cH:23]3)[CH3:29])[CH3:30])[CH2:11][NH:12][CH2:13]2)[cH:7][cH:8]1.[O:31]1[CH2:32][CH2:33][CH:34]([C:37](=[O:38])[OH:39])[CH2:35][CH2:36]1>>[F:2][c:3]1[cH:4][cH:5][c:6]([CH:9]2[CH:10]([N:14]([C:15](=[O:16])[N:17]([c:18]3[cH:19][c:20]([CH3:28])[cH:21][c:22]([C:24]([F:25])([F:26])[F:27])[cH:23]3)[CH3:29])[CH3:30])[CH2:11][N:12]([C:37]([CH:34]3[CH2:33][CH2:32][O:31][CH2:36][CH2:35]3)=[O:38])[CH2:13]2)[cH:7][cH:8]1. Starting materials: ClC1=C(C=CC=2[C@@H]3[C@@H](NC(C12)=O)CN(C3)C(=O)OC(C)(C)C)C ((3aR,9bS)-tert-butyl 6-chloro-7-methyl-5-oxo-3,3a,4,5-tetrahydro-1H-pyrrolo[3,4-c]isoquinoline-2(9bH)-carboxylate), ClC1=C(C=CC=2[C@H]3[C@H](NC(C12)=O)CN(C3)C(=O)OC(C)(C)C)C ((±)-trans-tert-Butyl 6-chloro-7-methyl-5-oxo-3,3a,4,5-tetrahydro-1H-pyrrolo[3,4-c]isoquinoline-2(9bH)-carboxylate). The product is Cl.ClC1=C(C=CC=2[C@@H]3[C@@H](NC(C12)=O)CNC3)C ((3aR,9bS)-6-Chloro-7-methyl-2,3,3a,4-tetrahydro-1H-pyrrolo[3,4-c]isoquinolin-5(9bH)-one hydrochloride). As a reaction SMILES: [Cl:1]C1C2C(=O)N[C@H]3CN(C(OC(C)(C)C)=O)C[C@@H]3C=2C=CC=1C.[Cl:24][C:25]1[C:34]2[C:33](=[O:35])[NH:32][C@@H:31]3[CH2:36][N:37](C(OC(C)(C)C)=O)[CH2:38][C@H:30]3[C:29]=2[CH:28]=[CH:27][C:26]=1[CH3:46]>>[ClH:1].[Cl:24][C:25]1[C:34]2[C:33](=[O:35])[NH:32][C@H:31]3[CH2:36][NH:37][CH2:38][C@@H:30]3[C:29]=2[CH:28]=[CH:27][C:26]=1[CH3:46] |f:2.3|. Procedure details: Following the procedure described in Example 45, Part I, (3aR,9bS)-tert-butyl 6-chloro-7-methyl-5-oxo-3,3a,4,5-tetrahydro-1H-pyrrolo[3,4-c]isoquinoline-2(9bH)-carboxylate, the first eluting compound from Part B above, was converted into the title compound of Example 68 as a white solid. LRMS (ESI): 237.0/239.0 (M+H)+.